This data is from the Open Reaction Database (ORD), a public repository of structured organic reaction records. The task is: describe an organic reaction: reactants, conditions, products, and yield Reactants: Cc1ccccc1, CC1(C)OCc2cccc(C(O)c3c[nH]cn3)c2O1, CO, [Cl-], Cl, N, [NH4+], [Na], C1CCOC1. The product is CC1(C)OCc2cccc(Cc3c[nH]cn3)c2O1. As a reaction SMILES: [CH3:25][c:26]1[cH:27][cH:28][cH:29][cH:30][cH:31]1.[CH3:2][C:3]1([CH3:20])[O:4][CH2:5][c:6]2[c:7]([c:9]([CH:13]([OH:14])[c:15]3[n:16][cH:17][nH:18][cH:19]3)[cH:10][cH:11][cH:12]2)[O:8]1.[CH3:32][OH:33].[Cl-:23].[ClH:1].[NH3:21].[NH4+:24].[Na:22].[O:34]1[CH2:35][CH2:36][CH2:37][CH2:38]1>>[CH3:2][C:3]1([CH3:20])[O:4][CH2:5][c:6]2[c:7]([c:9]([CH2:13][c:15]3[n:16][cH:17][nH:18][cH:19]3)[cH:10][cH:11][cH:12]2)[O:8]1. Reactants: O (water), S(O)(O)(=O)=O (sulphuric acid), ClCC(COCCC)O (1-chloro-2-hydroxy-3-propoxypropane), O (water), O (water). The reagents and catalysts are [O-2].[O-2].[O-2].[Cr+6] (chromium trioxide), [Cr] (chromium). The solvent is CC(=O)C (acetone). Reaction conditions: time 4 hour. Yields the product ClCC(=O)COCCC (1-chloro-3-propoxyacetone). Isolated yield 94.7%. RXN SMILES: O.S(=O)(=O)(O)O.[Cl:7][CH2:8][CH:9]([OH:15])[CH2:10][O:11][CH2:12][CH2:13][CH3:14]>CC(C)=O.[O-2].[O-2].[O-2].[Cr+6].[Cr]>[Cl:7][CH2:8][C:9]([CH2:10][O:11][CH2:12][CH2:13][CH3:14])=[O:15] |f:4.5.6.7|. Reported procedure: 8N Jones'reagent [30 ml.; prepared by mixing chromium trioxide (8.0 g.), water (15 ml.) and concentrated sulphuric acid (7.5 ml.) and then dilution with water to 30 ml. volume] was added dropwise to a stirred solution of 1-chloro-2-hydroxy-3-propoxypropane (9.1 g.) in acetone (30 ml.) over a period of 30 minutes, keeping the reaction temperature at 20° C. The mixture was then stirred for 4 hours, and then sufficient water to dissolve the precipitated chromium salts was added. The mixture was ext... The reactants are BrB(Br)Br, ClCCl, COc1cc(-c2nc3sccn3c2-c2ccnc(NC3CCN(S(=O)(=O)C4CC4)CC3)n2)ccc1F. Product: O=S(=O)(C1CC1)N1CCC(Nc2nccc(-c3c(-c4ccc(F)c(O)c4)nc4sccn34)n2)CC1. RXN SMILES: [B:37]([Br:38])([Br:39])[Br:40].[CH2:41]([Cl:42])[Cl:43].[CH:1]1([S:4](=[O:5])(=[O:6])[N:7]2[CH2:8][CH2:9][CH:10]([NH:13][c:14]3[n:15][cH:16][cH:17][c:18](-[c:20]4[c:21](-[c:28]5[cH:29][c:30]([O:35][CH3:36])[c:31]([F:34])[cH:32][cH:33]5)[n:22][c:23]5[s:24][cH:25][cH:26][n:27]45)[n:19]3)[CH2:11][CH2:12]2)[CH2:2][CH2:3]1>>[CH:1]1([S:4](=[O:5])(=[O:6])[N:7]2[CH2:8][CH2:9][CH:10]([NH:13][c:14]3[n:15][cH:16][cH:17][c:18](-[c:20]4[c:21](-[c:28]5[cH:29][c:30]([OH:35])[c:31]([F:34])[cH:32][cH:33]5)[n:22][c:23]5[s:24][cH:25][cH:26][n:27]45)[n:19]3)[CH2:11][CH2:12]2)[CH2:2][CH2:3]1. Run in C1CCOC1 (THF), C1CCOC1 (THF), petroleum ether, C(C)OCC (diethyl ether), C1CCOC1 (THF), O (water). Reagents/catalysts: [Pd].CC(=O)[O-].CC(=O)[O-].[Pb+2] (Lindlar catalyst). As a reaction SMILES: N1C2C(=CC=CC=2)C=CC=1.[CH2:11]([N:18]1[C@H:21]([C:22]#[CH:23])[C@@H:20]([C@H:24]([O:26][Si:27]([C:30]([CH3:33])([CH3:32])[CH3:31])([CH3:29])[CH3:28])[CH3:25])[C:19]1=[O:34])[C:12]1[CH:17]=[CH:16][CH:15]=[CH:14][CH:13]=1.B1C2CCCC1CCC2.[OH-:44].[Na+].[O-]O>[Pd].CC([O-])=O.CC([O-])=O.[Pb+2].C1COCC1.C(OCC)C.O>[CH2:11]([N:18]1[C@H:21]([CH2:22][CH2:23][OH:44])[C@@H:20]([C@H:24]([O:26][Si:27]([C:30]([CH3:33])([CH3:32])[CH3:31])([CH3:28])[CH3:29])[CH3:25])[C:19]1=[O:34])[C:12]1[CH:17]=[CH:16][CH:15]=[CH:14][CH:13]=1 |f:3.4,6.7.8.9|. Isolated yield 64.2%. Conditions: time 12 hour. Product: C(C1=CC=CC=C1)N1C([C@@H]([C@H]1CCO)[C@@H](C)O[Si](C)(C)C(C)(C)C)=O (1-benzyl-3(S)-[1(R)-t-butyldimethylsilyloxyethyl]-4(R)-(2-hydroxyethyl)-2-azetidinone). The reactants are ice, ice, B1C2CCCC1CCC2 (9-BBN), ice, N1=CC=CC2=CC=CC=C12 (quinoline), C(C1=CC=CC=C1)N1C([C@@H]([C@H]1C#C)[C@@H](C)O[Si](C)(C)C(C)(C)C)=O (1-benzyl-4(S)-ethynyl-3(S)-[1(R)-t-butyldimethysilyloxyethyl]-2-azetidinone), [OH-].[Na+] (sodium hydroxide), aqueous solution, [O-]O (hydroperoxide), B1C2CCCC1CCC2 (9-BBN). Procedure details: There were added 0.015 ml of quinoline and 1.5 ml of petroleum ether to 103 mg (0.30 mmol) of 1-benzyl-4(S)-ethynyl-3(S)-[1(R)-t-butyldimethysilyloxyethyl]-2-azetidinone, to which 1.5 mg of Lindlar catalyst was added. The mixture was vigorously stirred at room temperature for 12 hours under hydrogen atmosphere. The reaction solution was filtered and the filtrate was concentrated, to which 2 ml of petroleum ether and 3 mg of Lindlar catalyst were added and the reaction was continued for 36 hours ... Reactants: O=C([O-])[O-], CCOC(C)=O, Nc1c([N+](=O)[O-])ccc(F)c1F, [K+], [K+], CN(C)C=O, Oc1ccccc1. Product: Nc1c([N+](=O)[O-])ccc(Oc2ccccc2)c1F. RXN SMILES: [C:20](=[O:21])([O-:22])[O-:23].[CH3:31][CH2:32][O:33][C:34](=[O:35])[CH3:36].[F:1][c:2]1[c:3]([NH2:4])[c:5]([N+:10](=[O:11])[O-:12])[cH:6][cH:7][c:8]1[F:9].[K+:24].[K+:25].[O:26]=[CH:27][N:28]([CH3:29])[CH3:30].[OH:13][c:14]1[cH:15][cH:16][cH:17][cH:18][cH:19]1>>[F:1][c:2]1[c:3]([NH2:4])[c:5]([N+:10](=[O:11])[O-:12])[cH:6][cH:7][c:8]1[O:13][c:14]1[cH:15][cH:16][cH:17][cH:18][cH:19]1. Reactants: O1CC(C1)=O (oxetan-3-one), [NH4+].ClC=1C=C(C=CC1)[C@H]1C[C@](C(N([C@@H]1C1=CC=C(C=C1)Cl)[C@H](CNC)CC)=O)(C)CC(=O)[O-] (2-((3R,5R,6S)-5-(3-chlorophenyl)-6-(4-chlorophenyl)-3-methyl-1-((S)-1-(methylamino)butan-2-yl)-2-oxopiperidin-3-yl)acetic acid-ammonium salt), O1CC(C1)=O (oxetan-3-one), C(C)(=O)O[BH-](OC(C)=O)OC(C)=O.[Na+] (sodium triacetoxyborohydride), O1CC(C1)=O (oxetan-3-one), C(C)(=O)O[BH-](OC(C)=O)OC(C)=O.[Na+] (sodium triacetoxyborohydride). Reagents/catalysts: CC(=O)O (AcOH). As a reaction SMILES: [O:1]1[CH2:4][C:3](=O)[CH2:2]1.[NH4+].[Cl:7][C:8]1[CH:9]=[C:10]([C@@H:14]2[C@@H:19]([C:20]3[CH:25]=[CH:24][C:23]([Cl:26])=[CH:22][CH:21]=3)[N:18]([C@@H:27]([CH2:31][CH3:32])[CH2:28][NH:29][CH3:30])[C:17](=[O:33])[C@:16]([CH2:35][C:36]([O-:38])=[O:37])([CH3:34])[CH2:15]2)[CH:11]=[CH:12][CH:13]=1.C(O[BH-](OC(=O)C)OC(=O)C)(=O)C.[Na+]>ClCCCl.CC(O)=O.CO>[Cl:7][C:8]1[CH:9]=[C:10]([C@@H:14]2[C@@H:19]([C:20]3[CH:25]=[CH:24][C:23]([Cl:26])=[CH:22][CH:21]=3)[N:18]([C@@H:27]([CH2:31][CH3:32])[CH2:28][N:29]([CH3:30])[CH:3]3[CH2:2][O:1][CH2:4]3)[C:17](=[O:33])[C@:16]([CH2:35][C:36]([OH:38])=[O:37])([CH3:34])[CH2:15]2)[CH:11]=[CH:12][CH:13]=1 |f:1.2,3.4|. The product is ClC=1C=C(C=CC1)[C@H]1C[C@](C(N([C@@H]1C1=CC=C(C=C1)Cl)[C@H](CN(C1COC1)C)CC)=O)(C)CC(=O)O (2-((3R,5R,6S)-5-(3-chlorophenyl)-6-(4-chlorophenyl)-3-methyl-1-((S)-1-(methyl(oxetan-3-yl)amino)butan-2-yl)-2-oxopiperidin-3-yl)acetic acid). Reported procedure: To a solution of oxetan-3-one (17.78 mg, 0.247 mmol) in DCE (3 mL) was added 2-((3R,5R,6S)-5-(3-chlorophenyl)-6-(4-chlorophenyl)-3-methyl-1-((S)-1-(methylamino)butan-2-yl)-2-oxopiperidin-3-yl)acetic acid ammonium salt (61 mg, 0.123 mmol) obtained in Step A followed by sodium triacetoxyborohydride (78 mg, 0.370 mmol) and 3 drops AcOH. After 45 minutes, 3 ml MeOH and oxetan-3-one (12 mg, 0.17 mmol) were added. After stirring overnight, oxetan-3-one (12 mg, 0.17 mol) and sodium triacetoxyborohydrid... Reaction conditions: time 45 minute. The solvent is ClCCCl (DCE), CO (methanol), CO (MeOH). The reactants are CCN(C(C)C)C(C)C, COC(=O)Cl, [Li+], CN(C)C=O, [OH-], O, O=C(Nc1nc2c(C(=O)Nc3ncc[nH]3)cccc2[nH]1)c1ccc2c(c1)CCNC2. Product: COC(=O)N1CCc2cc(C(=O)Nc3nc4c(C(=O)Nc5ncc[nH]5)cccc4[nH]3)ccc2C1. Reaction SMILES: [CH:31]([N:32]([CH2:33][CH3:34])[CH:35]([CH3:36])[CH3:37])([CH3:38])[CH3:39].[Cl:40][C:41](=[O:42])[O:43][CH3:44].[Li+:46].[O:47]=[CH:48][N:49]([CH3:50])[CH3:51].[OH-:45].[OH2:52].[nH:1]1[c:2]([NH:6][C:7](=[O:8])[c:9]2[cH:10][cH:11][cH:12][c:13]3[nH:14][c:15]([NH:18][C:19](=[O:20])[c:21]4[cH:22][c:23]5[c:28]([cH:29][cH:30]4)[CH2:27][NH:26][CH2:25][CH2:24]5)[n:16][c:17]23)[n:3][cH:4][cH:5]1>>[nH:1]1[c:2]([NH:6][C:7](=[O:8])[c:9]2[cH:10][cH:11][cH:12][c:13]3[nH:14][c:15]([NH:18][C:19](=[O:20])[c:21]4[cH:22][c:23]5[c:28]([cH:29][cH:30]4)[CH2:27][N:26]([C:41](=[O:42])[O:43][CH3:44])[CH2:25][CH2:24]5)[n:16][c:17]23)[n:3][cH:4][cH:5]1. Starting materials: OCCCCCCCCCCCBr, ClCCl, O=[Cr](=O)([O-])Cl, c1cc[nH+]cc1. Yields the product O=CCCCCCCCCCCBr. RXN SMILES: [Br:1][CH2:2][CH2:3][CH2:4][CH2:5][CH2:6][CH2:7][CH2:8][CH2:9][CH2:10][CH2:11][CH2:12][OH:13].[CH2:25]([Cl:26])[Cl:27].[O:14]=[Cr:15]([Cl:16])([O-:17])=[O:18].[nH+:19]1[cH:20][cH:21][cH:22][cH:23][cH:24]1>>[Br:1][CH2:2][CH2:3][CH2:4][CH2:5][CH2:6][CH2:7][CH2:8][CH2:9][CH2:10][CH2:11][CH:12]=[O:13]. The reactants are NC1=C(C2=C(N(C(N2)=O)C2=C(C=C(C=C2)I)F)C(=C1F)F)O (5-amino-6,7-difluoro-1-(2-fluoro-4-iodo-phenyl)-4-hydroxy-1,3-dihydro-benzoimidazol-2-one), C1(=CC=C(C=C1)S(=O)(=O)O)C (p-toluene sulfonic acid). Run in C(C)OC(C)(OCC)OCC (1,1,1-triethoxy-ethane). The product is FC1=C(C2=C(C3=C1N=C(O3)C)NC(N2C2=C(C=C(C=C2)I)F)=O)F (4,5-Difluoro-6-(2-fluoro-4-iodo-phenyl)-2-methyl-6,8-dihydro-imidazo[4′,5′:3,4]benzo[1,2-d]oxazol-7-one). The yield is 535.7%. Reaction SMILES: [NH2:1][C:2]1[C:19]([F:20])=[C:18]([F:21])[C:5]2[N:6]([C:10]3[CH:15]=[CH:14][C:13]([I:16])=[CH:12][C:11]=3[F:17])[C:7](=[O:9])[NH:8][C:4]=2[C:3]=1[OH:22].[C:23]1(C)C=CC(S(O)(=O)=O)=C[CH:24]=1>C(OC(OCC)(OCC)C)C>[F:20][C:19]1[C:2]2[N:1]=[C:23]([CH3:24])[O:22][C:3]=2[C:4]2[NH:8][C:7](=[O:9])[N:6]([C:10]3[CH:15]=[CH:14][C:13]([I:16])=[CH:12][C:11]=3[F:17])[C:5]=2[C:18]=1[F:21]. Reported procedure: Intermediate I-18a was prepared from 5-amino-6,7-difluoro-1-(2-fluoro-4-iodo-phenyl)-4-hydroxy-1,3-dihydro-benzoimidazol-2-one (I-13a: 550 mg, 1.3 mmol) in 1,1,1-triethoxy-ethane (5 mL) and p-toluene sulfonic acid (20 mg, 0.13 mmol) using procedures analogous to those described above for Intermediate I-16a to afford 310 mg of the product (53.6% yield). H1NMR (DMSO-d6, 300 MHz): δ 12.39 (s, 1H), 7.96 (dd, 1H), 7.78 (d, 1H), 7.48 (t, 1H), 2.67 (s, 3H). LCMS: 92.6%, m/z=445.9 (M+1). Reactants: CC=1C(=NN(N1)C1=CC=CC=C1)C(=O)O (5-methyl-2-phenyl-2H-[1,2,3]triazole-4-carboxylic acid), C1(CC1)N(C1=NC=C(C=C1)N)C (N2-cyclopropyl-N2-methyl-pyridine-2,5-diamine). Product: C1(CC1)N(C1=CC=C(C=N1)NC(=O)C1=NN(N=C1C)C1=CC=CC=C1)C (5-methyl-2-phenyl-2H-[1,2,3]triazole-4-carboxylic acid [6-(cyclopropyl-methyl-amino)-pyridin-3-yl]-amide). Reaction SMILES: [CH3:1][C:2]1[C:3]([C:13]([OH:15])=O)=[N:4][N:5]([C:7]2[CH:12]=[CH:11][CH:10]=[CH:9][CH:8]=2)[N:6]=1.[CH:16]1([N:19]([CH3:27])[C:20]2[CH:25]=[CH:24][C:23]([NH2:26])=[CH:22][N:21]=2)[CH2:18][CH2:17]1>>[CH:16]1([N:19]([CH3:27])[C:20]2[N:21]=[CH:22][C:23]([NH:26][C:13]([C:3]3[C:2]([CH3:1])=[N:6][N:5]([C:7]4[CH:8]=[CH:9][CH:10]=[CH:11][CH:12]=4)[N:4]=3)=[O:15])=[CH:24][CH:25]=2)[CH2:18][CH2:17]1. Procedure: With a procedure similar to example 16 above, 5-methyl-2-phenyl-2H-[1,2,3]triazole-4-carboxylic acid [6-(cyclopropyl-methyl-amino)-pyridin-3-yl]-amide was prepared from 5-methyl-2-phenyl-2H-[1,2,3]triazole-4-carboxylic acid and N2-cyclopropyl-N2-methyl-pyridine-2,5-diamine. LCMS calcd for C19H20N6O (m/e) 348, obsd 349 (M+H).